From a dataset of the Open Reaction Database (ORD), a public repository of structured organic reaction records. describe an organic reaction: reactants, conditions, products, and yield The reactants are CN(C)c1ccncc1, CCOC(C)=O, O=S(=O)(OS(=O)(=O)C(F)(F)F)C(F)(F)F, Oc1cccc(-c2ccncc2)c1, c1ccncc1. Yields the product O=S(=O)(O)C(F)(F)F, Oc1cccc(-c2ccncc2)c1. RXN SMILES: [CH3:35][N:36]([CH3:37])[c:38]1[cH:39][cH:40][n:41][cH:42][cH:43]1.[CH3:44][CH2:45][O:46][C:47](=[O:48])[CH3:49].[F:20][C:21]([F:22])([F:23])[S:24](=[O:25])(=[O:26])[O:27][S:28]([C:29]([F:30])([F:31])[F:32])(=[O:33])=[O:34].[OH:1][c:2]1[cH:3][c:4](-[c:8]2[cH:9][cH:10][n:11][cH:12][cH:13]2)[cH:5][cH:6][cH:7]1.[cH:14]1[cH:15][cH:16][n:17][cH:18][cH:19]1>>[F:20][C:21]([F:22])([F:23])[S:24](=[O:25])(=[O:26])[OH:27].[OH:1][c:2]1[cH:3][c:4](-[c:8]2[cH:9][cH:10][n:11][cH:12][cH:13]2)[cH:5][cH:6][cH:7]1. Reactants: [H-].[H-].[H-].[H-].[Li+].[Al+3] (LiAlH4), COC(=O)C=1N(C=NC1)C1C(CN(C2=CC=CC=C12)C(C1=CC=CC=C1)=O)(C)C (3-(1-benzoyl-3,3-dimethyl-1,2,3,4-tetrahydro-quinolin-4-yl)-3H-imidazole-4-carboxylic acid methyl ester), [F-].[Na+] (NaF), O (water). Solvent: C1CCOC1 (THF). Reaction conditions: time 8 hour. Product: CC1(CNC2=CC=CC=C2C1N1C=NC=C1CO)C ([3-(3,3-Dimethyl-1,2,3,4-tetrahydro-quinolin-4-yl)-3H-imidazole-4-yl]-methanol). The yield is 34.4%. RXN SMILES: [H-].[H-].[H-].[H-].[Li+].[Al+3].C[O:8][C:9]([C:11]1[N:12]([CH:16]2[C:25]3[C:20](=[CH:21][CH:22]=[CH:23][CH:24]=3)[N:19](C(=O)C3C=CC=CC=3)[CH2:18][C:17]2([CH3:35])[CH3:34])[CH:13]=[N:14][CH:15]=1)=O.[F-].[Na+].O>C1COCC1>[CH3:34][C:17]1([CH3:35])[CH:16]([N:12]2[C:11]([CH2:9][OH:8])=[CH:15][N:14]=[CH:13]2)[C:25]2[C:20](=[CH:21][CH:22]=[CH:23][CH:24]=2)[NH:19][CH2:18]1 |f:0.1.2.3.4.5,7.8|. Procedure details: LiAlH4 (26 mg, 0.68 mmol) is carefully added to a solution of 3-(1-benzoyl-3,3-dimethyl-1,2,3,4-tetrahydro-quinolin-4-yl)-3H-imidazole-4-carboxylic acid methyl ester (101 mg, 0.26 mmol) in THF (10 mL) at 0° C. The resulting mixture is warmed up to room temperature. After overnight, NaF and water are added at 0° C. Then the reaction mixture is warmed up to room temperature and stirred until the grey suspension turned to off white color. The mixture is filtered and the filtrate is concentrated and... The reactants are CCOC(=O)C1C(c2ccccc2)CC(=O)N1C, Cl, O. The product is CN1C(=O)CC(c2ccccc2)C1C(=O)O. RXN SMILES: [CH2:1]([CH3:2])[O:3][C:4](=[O:5])[CH:6]1[CH:7]([c:13]2[cH:14][cH:15][cH:16][cH:17][cH:18]2)[CH2:8][C:9](=[O:12])[N:10]1[CH3:11].[ClH:19].[OH2:20]>>[O:3]=[C:4]([OH:5])[CH:6]1[CH:7]([c:13]2[cH:14][cH:15][cH:16][cH:17][cH:18]2)[CH2:8][C:9](=[O:12])[N:10]1[CH3:11]. Starting materials: COC1=CC=C(C=C1)C(=O)C1=CC(=CC=C1)F (3-Fluorophenyl 4-methoxyphenyl ketone), B(Br)(Br)Br (boron tribromide). Solvent: ClCCl (dichloromethane), ClCCl (dichloromethane). Conditions: time 3 day. The product is FC=1C=C(C=CC1)C(=O)C1=CC=C(C=C1)O (4-Hydroxyphenyl 3-fluorophenyl ketone). Isolated yield 73.8%. RXN SMILES: C[O:2][C:3]1[CH:8]=[CH:7][C:6]([C:9]([C:11]2[CH:16]=[CH:15][CH:14]=[C:13]([F:17])[CH:12]=2)=[O:10])=[CH:5][CH:4]=1.B(Br)(Br)Br>ClCCl>[F:17][C:13]1[CH:12]=[C:11]([C:9]([C:6]2[CH:5]=[CH:4][C:3]([OH:2])=[CH:8][CH:7]=2)=[O:10])[CH:16]=[CH:15][CH:14]=1. Reported procedure: 3-Fluorophenyl 4-methoxyphenyl ketone (580 mg) obtained in Example 150 was dissolved in dichloromethane (5 ml), a solution of 1.0 M boron tribromide in dichloromethane (23 ml) was added while cooled in ice, and the admixture was stirred at room temperature for 3 days. The reaction mixture was treated in the same manner as described in 121 to obtain 402 mg of the title compound (yield: 74%). Reactants: BrBr (Bromine), [OH-].[Na+] (sodium hydroxide), COC1=CC=C(C=N1)C1=C(C=C(C(=O)OC)C=C1C)C (Methyl 4-(6-methoxypyridin-3-yl)-3,5-dimethylbenzoate), C(C)(=O)[O-].[K+] (potassium acetate). The solvent is C(C)(=O)O (acetic acid), C(C)(=O)OCC (ethyl acetate). Reaction conditions: temperature 80 celsius. Yields the product BrC=1C=C(C=NC1OC)C1=C(C=C(C(=O)OC)C=C1C)C (Methyl 4-(5-bromo-6-methoxypyridin-3-yl)-3,5-dimethylbenzoate). RXN SMILES: [CH3:1][O:2][C:3]1[N:8]=[CH:7][C:6]([C:9]2[C:18]([CH3:19])=[CH:17][C:12]([C:13]([O:15][CH3:16])=[O:14])=[CH:11][C:10]=2[CH3:20])=[CH:5][CH:4]=1.C([O-])(=O)C.[K+].[Br:26]Br.[OH-].[Na+]>C(O)(=O)C.C(OCC)(=O)C>[Br:26][C:4]1[CH:5]=[C:6]([C:9]2[C:18]([CH3:19])=[CH:17][C:12]([C:13]([O:15][CH3:16])=[O:14])=[CH:11][C:10]=2[CH3:20])[CH:7]=[N:8][C:3]=1[O:2][CH3:1] |f:1.2,4.5|. Procedure details: Methyl 4-(6-methoxypyridin-3-yl)-3,5-dimethylbenzoate (Step B, 1.31 g, 4.83 mmol) and potassium acetate (2.369 g, 24.14 mmol) were dissolved in acetic acid (24 mL). Bromine (0.622 mL, 12.07 mmol) was added and the reaction was stirred at 80° C. The reaction was monitored by LCMS. Once complete, it was cooled to room temperature, diluted with ethyl acetate and added to a separatory funnel. Aqueous sodium hydroxide was added to neutralize the reaction. The reaction was partitioned between water an... The reactants are CC#N (MeCN), CC=1C=CC(=CC1)S(=O)(=O)O.CC=1C=CC(=CC1)S(=O)(=O)O.CS(=O)(=O)CCNCC1=CC=C(O1)C=2C=CC3=C(C2)C(=NC=N3)NC=4C=CC(=C(C4)Cl)OCC=5C=CC=C(C5)F.O (Lapatinib ditosylate), CC#N (MeCN). The solvent is CS(=O)C (DMSO). Reaction conditions: time 1 hour. The product is S(=O)(=O)(O)C1=CC=C(C)C=C1.S(=O)(=O)(O)C1=CC=C(C)C=C1.ClC=1C=C(C=CC1OCC1=CC(=CC=C1)F)NC1=NC=NC2=CC=C(C=C12)C=1OC(=CC1)CNCCS(=O)(=O)C (N-(3-chloro-4-(3-fluorobenzyloxy)phenyl)-6-(5-((2-(methylsulfonyl)ethylamino)methyl)furan-2-yl)quinazolin-4-amine ditosylate). As a reaction SMILES: [CH3:1][C:2]1[CH:3]=[CH:4][C:5]([S:8]([OH:11])(=[O:10])=[O:9])=[CH:6][CH:7]=1.[CH3:12][C:13]1[CH:14]=[CH:15][C:16]([S:19]([OH:22])(=[O:21])=[O:20])=[CH:17][CH:18]=1.[CH3:23][S:24]([CH2:27][CH2:28][NH:29][CH2:30][C:31]1[O:35][C:34]([C:36]2[CH:37]=[CH:38][C:39]3[N:45]=[CH:44][N:43]=[C:42]([NH:46][C:47]4[CH:48]=[CH:49][C:50]([O:54][CH2:55][C:56]5[CH:57]=[CH:58][CH:59]=[C:60]([F:62])[CH:61]=5)=[C:51]([Cl:53])[CH:52]=4)[C:40]=3[CH:41]=2)=[CH:33][CH:32]=1)(=[O:26])=[O:25].O.CC#N>CS(C)=O>[S:8]([C:5]1[CH:6]=[CH:7][C:2]([CH3:1])=[CH:3][CH:4]=1)([OH:11])(=[O:10])=[O:9].[S:19]([C:16]1[CH:17]=[CH:18][C:13]([CH3:12])=[CH:14][CH:15]=1)([OH:22])(=[O:21])=[O:20].[Cl:53][C:51]1[CH:52]=[C:47]([NH:46][C:42]2[C:40]3[C:39](=[CH:38][CH:37]=[C:36]([C:34]4[O:35][C:31]([CH2:30][NH:29][CH2:28][CH2:27][S:24]([CH3:23])(=[O:25])=[O:26])=[CH:32][CH:33]=4)[CH:41]=3)[N:45]=[CH:44][N:43]=2)[CH:48]=[CH:49][C:50]=1[O:54][CH2:55][C:56]1[CH:57]=[CH:58][CH:59]=[C:60]([F:62])[CH:61]=1 |f:0.1.2.3,6.7.8|. Procedure details: Lapatinib ditosylate (5.0 g, 5.4 mmol, 96.5% HPLC purity with the maximum individual impurity at 0.8%) was dissolved in DMSO (10 mL) at 70° C. (internal temperature). MeCN (10 mL) was added dropwise into the mixture at 70-80° C. (internal temperature) and was stirred at this temperature for 1 h. Over a 4 h period the mixture was cooled to room temperature. MeCN (30 mL) was added dropwise, and the mixture was stirred for 1 h, then filtered and washed with MeCN (10 mL). The filter cake was dried u...